This data is from the Open Reaction Database (ORD), a public repository of structured organic reaction records. The task is: describe an organic reaction: reactants, conditions, products, and yield The reactants are CO, COC(=O)c1cc2c(cc(C=O)c3ccccc32)s1, Cl, [K+], [OH-], O. The product is O=Cc1cc2sc(C(=O)O)cc2c2ccccc12. RXN SMILES: [CH3:22][OH:23].[CH:1](=[O:2])[c:3]1[cH:4][c:5]2[s:6][c:7]([C:16](=[O:17])[O:18][CH3:19])[cH:8][c:9]2[c:10]2[cH:11][cH:12][cH:13][cH:14][c:15]12.[ClH:24].[K+:21].[OH-:20].[OH2:25]>>[CH:1](=[O:2])[c:3]1[cH:4][c:5]2[s:6][c:7]([C:16](=[O:17])[OH:18])[cH:8][c:9]2[c:10]2[cH:11][cH:12][cH:13][cH:14][c:15]12.